This data is from the Open Reaction Database (ORD), a public repository of structured organic reaction records. The task is: describe an organic reaction: reactants, conditions, products, and yield Starting materials: O=C1CN=C(c2ccccn2)c2cc(Br)ccc2N1, COC(=O)CBr, ClCCl, C[O-], CN(C)C=O, CO, Cc1ccccc1, [Na+], O. Yields the product COC(=O)CN1C(=O)CN=C(c2ccccn2)c2cc(Br)ccc21. As a reaction SMILES: [Br:1][c:2]1[cH:3][cH:4][c:5]2[c:6]([cH:19]1)[C:7]([c:13]1[n:14][cH:15][cH:16][cH:17][cH:18]1)=[N:8][CH2:9][C:10](=[O:12])[NH:11]2.[Br:28][CH2:29][C:30](=[O:31])[O:32][CH3:33].[CH2:34]([Cl:35])[Cl:36].[CH3:20][O-:21].[CH3:23][N:24]([CH3:25])[CH:26]=[O:27].[CH3:37][OH:38].[CH3:40][c:41]1[cH:42][cH:43][cH:44][cH:45][cH:46]1.[Na+:22].[OH2:39]>>[Br:1][c:2]1[cH:3][cH:4][c:5]2[c:6]([cH:19]1)[C:7]([c:13]1[n:14][cH:15][cH:16][cH:17][cH:18]1)=[N:8][CH2:9][C:10](=[O:12])[N:11]2[CH2:29][C:30](=[O:31])[O:32][CH3:33].